From a dataset of the Open Reaction Database (ORD), a public repository of structured organic reaction records. describe an organic reaction: reactants, conditions, products, and yield Reactants: ClC=1C(=CC=2N(N1)C(=NN2)C2=C(C=CC=C2)F)[Si](C)(C)C (6-chloro-3-(2-fluorophenyl)-7-(trimethylsilyl)-1,2,4-triazolo[4,3-b]pyridazine), C1(CCC1)=O (cyclobutanone). Reagents/catalysts: tetrabutylammonium difluorotriphenylstannate, tetrabutylammonium difluorotriphenylstannate. Solvent: C1CCOC1 (THF). Run at time 5.75 hour. Yields the product ClC=1C(=CC=2N(N1)C(=NN2)C2=C(C=CC=C2)F)C2(CCC2)O (6-Chloro-3-(2-fluorophenyl)-7-(1-hydroxycyclobutyl)-1,2,4-triazolo[4,3-b]pyridazine). Isolated yield 25.5%. RXN SMILES: [Cl:1][C:2]1[C:3]([Si](C)(C)C)=[CH:4][C:5]2[N:6]([C:8]([C:11]3[CH:16]=[CH:15][CH:14]=[CH:13][C:12]=3[F:17])=[N:9][N:10]=2)[N:7]=1.[C:22]1(=[O:26])[CH2:25][CH2:24][CH2:23]1>C1COCC1.CCCC[N+](CCCC)(CCCC)CCCC.C1C=CC([Sn-](F)(F)(C2C=CC=CC=2)C2C=CC=CC=2)=CC=1>[Cl:1][C:2]1[C:3]([C:22]2([OH:26])[CH2:25][CH2:24][CH2:23]2)=[CH:4][C:5]2[N:6]([C:8]([C:11]3[CH:16]=[CH:15][CH:14]=[CH:13][C:12]=3[F:17])=[N:9][N:10]=2)[N:7]=1 |f:3.4|. Procedure details: To a stirred solution of 6-chloro-3-(2-fluorophenyl)-7-(trimethylsilyl)-1,2,4-triazolo[4,3-b]pyridazine (1.04 g, 3.24 mmol) in anhydrous THF (15 ml) under nitrogen was added cyclobutanone (1.21 ml, 16.2 mmol), followed by solid tetrabutylammonium difluorotriphenylstannate (0.410 g, 0.650 mmol). The flask was evaporated and refilled with nitrogen four times, then stirred at room temperature for 5.75 h. More tetrabutylammonium difluorotriphenylstannate (0.403 g, 0.639 mmol) was added and the mixtu... Starting materials: CCOC(C)=O, CO, [H][H], COc1ccc(CCN(C)CCOc2ccc([N+](=O)[O-])cc2)cc1OC. Product: COc1ccc(CCN(C)CCOc2ccc(N)cc2)cc1OC. Reaction SMILES: [CH3:27][CH2:28][O:29][C:30](=[O:31])[CH3:32].[CH3:33][OH:34].[H:35][H:36].[N+:1]([O-:2])(=[O:3])[c:4]1[cH:5][cH:6][c:7]([O:8][CH2:9][CH2:10][N:11]([CH3:12])[CH2:13][CH2:14][c:15]2[cH:16][c:17]([O:23][CH3:24])[c:18]([O:21][CH3:22])[cH:19][cH:20]2)[cH:25][cH:26]1>>[NH2:1][c:4]1[cH:5][cH:6][c:7]([O:8][CH2:9][CH2:10][N:11]([CH3:12])[CH2:13][CH2:14][c:15]2[cH:16][c:17]([O:23][CH3:24])[c:18]([O:21][CH3:22])[cH:19][cH:20]2)[cH:25][cH:26]1. Starting materials: COC(=O)c1c[nH]c(=O)c(C)n1, CN(C)C=O, O=P(Cl)(Cl)Cl. Yields the product COC(=O)c1cnc(Cl)c(C)n1. RXN SMILES: [CH3:1][c:2]1[c:3](=[O:12])[nH:4][cH:5][c:6]([C:8](=[O:9])[O:10][CH3:11])[n:7]1.[O:18]=[CH:19][N:20]([CH3:21])[CH3:22].[P:13]([Cl:14])([Cl:15])([Cl:16])=[O:17]>>[CH3:1][c:2]1[c:3]([Cl:15])[n:4][cH:5][c:6]([C:8](=[O:9])[O:10][CH3:11])[n:7]1.